This data is from the Open Reaction Database (ORD), a public repository of structured organic reaction records. The task is: describe an organic reaction: reactants, conditions, products, and yield The yield is 49.0%. RXN SMILES: [F:1][C:2]1[CH:3]=[C:4]([C@H:10]2[C@@H:16]([OH:17])[C:15](=[O:18])[NH:14][C:13]3[CH:19]=[CH:20][C:21]([O:23][C:24]4[CH:29]=[CH:28][CH:27]=[CH:26][CH:25]=4)=[CH:22][C:12]=3[S:11]2)[CH:5]=[CH:6][C:7]=1[O:8][CH3:9].Cl.[CH3:31][N:32]([CH2:34][CH2:35]Cl)[CH3:33].C(=O)([O-])[O-].[K+].[K+].C1OCCOCCOCCOCCOCCOC1>CN(C)C1C=CN=CC=1.CC(C)=O>[CH3:31][N:32]([CH3:33])[CH2:34][CH2:35][N:14]1[C:13]2[CH:19]=[CH:20][C:21]([O:23][C:24]3[CH:25]=[CH:26][CH:27]=[CH:28][CH:29]=3)=[CH:22][C:12]=2[S:11][C@@H:10]([C:4]2[CH:5]=[CH:6][C:7]([O:8][CH3:9])=[C:2]([F:1])[CH:3]=2)[C@@H:16]([OH:17])[C:15]1=[O:18] |f:1.2,3.4.5|. Reagents/catalysts: CN(C1=CC=NC=C1)C (4-dimethylaminopyridine). Procedure details: 400 mg of (±)-cis-2-(3-fluoro-4-methoxyphenyl)-2,3- dihydro-3-hydroxy-8-phenoxy-1,5-benzothiazepin-4(5H)-one [prepared as described in step (c) above] were alkylated with 210 mg of dimethylaminoethyl hydrochloride hydrochloride, 202 mg of potassium carbonate and small amounts of 4-dimethylaminopyridine and 18-crown-6 in 30 ml of acetone in the same manner as described in Example 1(d). The product was then extracted and purified as described in Example 1(d), to give 230 mg of the title compound a... Reactants: FC=1C=C(C=CC1OC)[C@@H]1SC2=C(NC([C@@H]1O)=O)C=CC(=C2)OC2=CC=CC=C2 ((±)-cis-2-(3-fluoro-4-methoxyphenyl)-2,3- dihydro-3-hydroxy-8-phenoxy-1,5-benzothiazepin-4(5H)-one), C1COCCOCCOCCOCCOCCO1 (18-crown-6), Cl.CN(C)CCCl (dimethylaminoethyl hydrochloride hydrochloride), C([O-])([O-])=O.[K+].[K+] (potassium carbonate). Solvent: CC(=O)C (acetone). Product: CN(CCN1C([C@@H]([C@@H](SC2=C1C=CC(=C2)OC2=CC=CC=C2)C2=CC(=C(C=C2)OC)F)O)=O)C ((±)-Cis-5-(2-dimethylaminoethyl)-2-(3-fluoro-4- methoxyphenyl)-2,3-dihydro-3-hydroxy-8-phenoxy-1,5- benzothiazepin-4(5H)-one). Starting materials: BrBr (bromine), COC(C(C)OC1=C(C=CC=C1C)CO)=O (2-(2-Hydroxymethyl-6-methyl-phenoxy)-propionic acid methyl ester). The product is BrCC1=C(OC(C(=O)OC)C)C(=CC=C1)C (Methyl 2-(2-bromomethyl-6-methyl-phenoxy)-propionate). RXN SMILES: [Br:1]Br.[CH3:3][O:4][C:5](=[O:18])[CH:6]([O:8][C:9]1[C:14]([CH3:15])=[CH:13][CH:12]=[CH:11][C:10]=1[CH2:16]O)[CH3:7]>>[Br:1][CH2:16][C:10]1[CH:11]=[CH:12][CH:13]=[C:14]([CH3:15])[C:9]=1[O:8][CH:6]([CH3:7])[C:5]([O:4][CH3:3])=[O:18]. Procedure: MS (EI) 286 (M)+, bromine pattern. Prepared from methyl 2-(2-hydroxymethyl-6-methyl-phenoxy)-propionate (example 23c). Procedure details: Ammonium formate (1.01 g, 16.0 mmol) and 10% Pd/C 42.5 mg, 0.4 mmol, 10 mol%) were added successively to a stirred solution of the product of Example 21 (1.23 g, 4.06 mmol) in methanol (4 ml). The mixture was stirred at room temperature for 6 h and was heated at 75° C. for 16 h. Methanol (40 ml) was added and the mixture filtered through Kieselguhr, and concentrated in vacuo to give the product as a pale yellow oil. Run in CO (methanol), CO (Methanol). RXN SMILES: C([O-])=O.[NH4+].C([N:12]1[CH2:17][CH2:16][N:15]([C:18]2[C:27]3[C:22](=[CH:23][CH:24]=[CH:25][CH:26]=3)[CH:21]=[CH:20][N:19]=2)[CH2:14][CH2:13]1)C1C=CC=CC=1>CO.[Pd]>[N:15]1([C:18]2[C:27]3[C:22](=[CH:23][CH:24]=[CH:25][CH:26]=3)[CH:21]=[CH:20][N:19]=2)[CH2:14][CH2:13][NH:12][CH2:17][CH2:16]1 |f:0.1|. The reactants are C(=O)[O-].[NH4+] (Ammonium formate), C(C1=CC=CC=C1)N1CCN(CC1)C1=NC=CC2=CC=CC=C12 (1-[4-Benzyl-(1-piperazinyl)]isoquinoline). The product is N1(CCNCC1)C1=NC=CC2=CC=CC=C12 (1-[1-Piperazinyl]isoquinoline). Reagents/catalysts: [Pd] (Pd/C). Conditions: time 6 hour. Starting materials: O=Cc1c(O)ccc2cc(Br)ccc12, CS(C)=O, [O-][Cl+][O-], [Na+], O. The product is O=C(O)c1c(O)ccc2cc(Br)ccc12. Reaction SMILES: [Br:1][c:2]1[cH:3][c:4]2[cH:5][cH:6][c:7]([OH:14])[c:8]([CH:12]=[O:13])[c:9]2[cH:10][cH:11]1.[CH3:19][S:20]([CH3:21])=[O:22].[Cl+:15]([O-:16])[O-:17].[Na+:18].[OH2:23]>>[Br:1][c:2]1[cH:3][c:4]2[cH:5][cH:6][c:7]([OH:14])[c:8]([C:12](=[O:13])[OH:16])[c:9]2[cH:10][cH:11]1. Starting materials: C([O-])([O-])=O.[Ba+2] (barium carbonate), C(C1=CC=CC=C1)(=O)O (benzoic acid), CCCCC1C(C(CCC(CCCC(CCCC(/C(=C/C(C(CC(CC(CC(CC(CCCC/C(=C/C(C(OC1=O)C(C)C(CCCNC(=N)N)O)C)/C)O)O)O)O)O)O[C@@H]2[C@H]([C@@H]([C@H](O2)CO)O)O)/C)O)O)O)C)O.S(=O)(=O)([O-])[O-] (primycin sulfate). Solvent: CO (methanol), CO (methanol). Reaction conditions: time 20 minute. The product is CCCCC1C(C(CCC(CCCC(CCCC(/C(=C/C(C(CC(CC(CC(CC(CCCC/C(=C/C(C(OC1=O)C(C)C(CCCNC(=N)N)O)C)/C)O)O)O)O)O)O[C@@H]2[C@H]([C@@H]([C@H](O2)CO)O)O)/C)O)O)O)C)O.C(C1=CC=CC=C1)(=O)[O-] (primycin benzoate). The yield is 92.1%. RXN SMILES: C(=O)([O-])[O-].[Ba+2].[C:6]([OH:14])(=[O:13])[C:7]1[CH:12]=[CH:11][CH:10]=[CH:9][CH:8]=1.[CH3:15][CH2:16][CH2:17][CH2:18][CH:19]1[C:54](=[O:55])[O:53][CH:52]([CH:56]([CH:58]([OH:66])[CH2:59][CH2:60][CH2:61][NH:62][C:63]([NH2:65])=[NH:64])[CH3:57])[CH:51]([CH3:67])[CH:50]=[C:49]([CH3:68])[CH2:48][CH2:47][CH2:46][CH2:45][CH:44]([OH:69])[CH2:43][CH:42]([OH:70])[CH2:41][CH:40]([OH:71])[CH2:39][CH:38]([OH:72])[CH2:37][CH:36]([OH:73])[CH:35]([O:74][C@H:75]2[O:79][C@H:78]([CH2:80][OH:81])[C@@H:77]([OH:82])[C@@H:76]2[OH:83])[CH:34]=[C:33]([CH3:84])[CH:32]([OH:85])[CH2:31][CH2:30][CH2:29][CH:28]([OH:86])[CH2:27][CH2:26][CH2:25][CH:24]([OH:87])[CH2:23][CH2:22][CH:21]([CH3:88])[CH:20]1[OH:89].S([O-])([O-])(=O)=O>CO>[CH3:15][CH2:16][CH2:17][CH2:18][CH:19]1[C:54](=[O:55])[O:53][CH:52]([CH:56]([CH:58]([OH:66])[CH2:59][CH2:60][CH2:61][NH:62][C:63]([NH2:65])=[NH:64])[CH3:57])[CH:51]([CH3:67])[CH:50]=[C:49]([CH3:68])[CH2:48][CH2:47][CH2:46][CH2:45][CH:44]([OH:69])[CH2:43][CH:42]([OH:70])[CH2:41][CH:40]([OH:71])[CH2:39][CH:38]([OH:72])[CH2:37][CH:36]([OH:73])[CH:35]([O:74][C@H:75]2[O:79][C@H:78]([CH2:80][OH:81])[C@@H:77]([OH:82])[C@@H:76]2[OH:83])[CH:34]=[C:33]([CH3:84])[CH:32]([OH:85])[CH2:31][CH2:30][CH2:29][CH:28]([OH:86])[CH2:27][CH2:26][CH2:25][CH:24]([OH:87])[CH2:23][CH2:22][CH:21]([CH3:88])[CH:20]1[OH:89].[C:6]([O-:14])(=[O:13])[C:7]1[CH:12]=[CH:11][CH:10]=[CH:9][CH:8]=1 |f:0.1,3.4,6.7|. Procedure details: 0.087 g (0.444 millimole) of barium carbonate are suspended in 15 ml of methanol whereupon 0.11 g (0.91 millimole) of benzoic acid is added. The suspension thus obtained is heated to boiling until a clear solution is obtained. The clear and colorless solution is added to a suspension of 1.0 g (0.887 millimoles) of primycin sulfate and 80 ml of methanol and the reaction mixture is heated to boiling for 20 minutes under stirring. The hot solution is filtered through Celite and the filtrate is evap... Starting materials: ICCC (iodopropane), CCOC(=O)C (EtOAc), C(=O)([O-])[O-].[K+].[K+] (K2CO3), C(C)OC(CCCCCCN(C1=NC=CC=C1)C1=NC=CC(=C1)O)=O (7-[(4-Hydroxy-pyridin-2-yl)-pyridin-2-yl-amino]-heptanoic acid ethyl ester), ( g ). Run in [Cl-].[Na+].O (Brine), CN(C)C=O (DMF). Reaction conditions: temperature 70 celsius, time 17 hour. Product: C(C)OC(CCCCCCN(C1=NC=CC=C1)C1=NC=CC(=C1)OCCC)=O (7-[(4-Propoxy-pyridin-2-yl)-pyridin-2-yl-amino]-heptanoic acid ethyl ester). Yield: 72.6%. As a reaction SMILES: C([O-])([O-])=O.[K+].[K+].[CH2:7]([O:9][C:10](=[O:31])[CH2:11][CH2:12][CH2:13][CH2:14][CH2:15][CH2:16][N:17]([C:24]1[CH:29]=[C:28]([OH:30])[CH:27]=[CH:26][N:25]=1)[C:18]1[CH:23]=[CH:22][CH:21]=[CH:20][N:19]=1)[CH3:8].I[CH2:33][CH2:34][CH3:35].CCOC(C)=O>CN(C=O)C.[Cl-].[Na+].O>[CH2:7]([O:9][C:10](=[O:31])[CH2:11][CH2:12][CH2:13][CH2:14][CH2:15][CH2:16][N:17]([C:24]1[CH:29]=[C:28]([O:30][CH2:33][CH2:34][CH3:35])[CH:27]=[CH:26][N:25]=1)[C:18]1[CH:23]=[CH:22][CH:21]=[CH:20][N:19]=1)[CH3:8] |f:0.1.2,7.8.9|. Reported procedure: K2CO3 (21 mg, 0.15 mmol) was added to II (31 mg, 0.10 mmol) in DMF (2 mL) at rt under Ar(g). After 15 min iodopropane (11 μL, 0.11 mmol) was added and the reaction was stirred at 70° C. for 17 h. Brine (50 mL) and EtOAc (25 mL) were added, then the phases were separated, and the aqueous phase was extracted with EtOAc (25 mL). The organic phases were combined then dried over MgSO4, filtered, and subsequently evaporated under reduced pressure. The resulting residue was purified by silica gel colum... Starting materials: ClCCl, O=c1cc(Cl)sn1-c1ccc(OC(F)(F)F)cc1, O=c1ccsn1-c1ccc(OC(F)(F)F)cc1, [Na+], O=C([O-])O, O=S(=O)(Cl)Cl. Product: O=c1c(Cl)c(Cl)sn1-c1ccc(OC(F)(F)F)cc1. As a reaction SMILES: [Cl:46][CH2:47][Cl:48].[F:18][C:19]([O:20][c:21]1[cH:22][cH:23][c:24](-[n:27]2[s:28][c:29]([Cl:33])[cH:30][c:31]2=[O:32])[cH:25][cH:26]1)([F:34])[F:35].[F:1][C:2]([F:3])([F:4])[O:5][c:6]1[cH:7][cH:8][c:9](-[n:10]2[c:11](=[O:12])[cH:13][cH:14][s:15]2)[cH:16][cH:17]1.[Na+:41].[OH:42][C:43](=[O:44])[O-:45].[S:36]([Cl:37])(=[O:38])([Cl:39])=[O:40]>>[F:18][C:19]([O:20][c:21]1[cH:22][cH:23][c:24](-[n:27]2[s:28][c:29]([Cl:33])[c:30]([Cl:39])[c:31]2=[O:32])[cH:25][cH:26]1)([F:34])[F:35].